From a dataset of the Open Reaction Database (ORD), a public repository of structured organic reaction records. describe an organic reaction: reactants, conditions, products, and yield Reactants: C1(CC1)N1C=C(C(C2=C(C(=C(C(=C12)F)F)F)N)=O)C(=O)O (1-cyclopropyl-5-amino-6,7,8-trifluoro-1,4- dihydro-4-oxoquinoline-3-carboxylic acid), Cl.COC(=O)C1=C2CNCC2=CC=C1 (4-methoxycarbonylisoindoline hydrochloride), C1CCC2=NCCCN2CC1 (DBU). Run in CN(C)C=O (DMF). The product is COC(=O)C1=C2CN(CC2=CC=C1)C1=C(C(=C2C(C(=CN(C2=C1F)C1CC1)C(=O)O)=O)N)F (7-(4-methoxycarbonyl-2-isoindolinyl)-1-cyclopropyl-5-amino- 6,8-difluoro-1,4-dihydro-4-oxoquinoline-3-carboxylic acid). Yield: 39.8%. Reaction SMILES: [CH:1]1([N:4]2[C:13]3[C:8](=[C:9]([NH2:17])[C:10]([F:16])=[C:11](F)[C:12]=3[F:14])[C:7](=[O:18])[C:6]([C:19]([OH:21])=[O:20])=[CH:5]2)[CH2:3][CH2:2]1.Cl.[CH3:23][O:24][C:25]([C:27]1[CH:35]=[CH:34][CH:33]=[C:32]2[C:28]=1[CH2:29][NH:30][CH2:31]2)=[O:26].C1CCN2C(=NCCC2)CC1>CN(C=O)C>[CH3:23][O:24][C:25]([C:27]1[CH:35]=[CH:34][CH:33]=[C:32]2[C:28]=1[CH2:29][N:30]([C:11]1[C:12]([F:14])=[C:13]3[C:8]([C:7](=[O:18])[C:6]([C:19]([OH:21])=[O:20])=[CH:5][N:4]3[CH:1]3[CH2:3][CH2:2]3)=[C:9]([NH2:17])[C:10]=1[F:16])[CH2:31]2)=[O:26] |f:1.2|. Procedure: 298 mg of 1-cyclopropyl-5-amino-6,7,8-trifluoro-1,4- dihydro-4-oxoquinoline-3-carboxylic acid, 257 mg of 4-methoxycarbonylisoindoline hydrochloride, 532 mg of DBU, and 2ml of anhydrous DMF were processed in the same manner as in Example 20 to produce 181 mg of the target compound. Product: N1=NC=C(C2=CC=CC=C12)C#CC=1C=C(C(=O)NC2=CC(=C(C=C2)CN2CCN(CC2)CCO)C(F)(F)F)C=CC1C (3-(cinnolin-4-ylethynyl)-N-[4-{[4-(2-hydroxyethyl)piperazin-1-yl]methyl}-3-(trifluoromethyl)phenyl]-4-methylbenzamide). The reactants are C(#C)C1=CN=NC2=CC=CC=C12 (4-ethynylcinnoline), OCCN1CCN(CC1)CC1=C(C=C(C=C1)NC(C1=CC(=C(C=C1)C)I)=O)C(F)(F)F (N-(4-((4-(2-hydroxyethyl)piperazin-1-yl)methyl)-3-(trifluoromethyl)phenyl)-3-iodo-4-methylbenzamide). Reaction SMILES: [C:1]([C:3]1[C:12]2[C:7](=[CH:8][CH:9]=[CH:10][CH:11]=2)[N:6]=[N:5][CH:4]=1)#[CH:2].[OH:13][CH2:14][CH2:15][N:16]1[CH2:21][CH2:20][N:19]([CH2:22][C:23]2[CH:28]=[CH:27][C:26]([NH:29][C:30](=[O:39])[C:31]3[CH:36]=[CH:35][C:34]([CH3:37])=[C:33](I)[CH:32]=3)=[CH:25][C:24]=2[C:40]([F:43])([F:42])[F:41])[CH2:18][CH2:17]1>>[N:6]1[C:7]2[C:12](=[CH:11][CH:10]=[CH:9][CH:8]=2)[C:3]([C:1]#[C:2][C:35]2[CH:36]=[C:31]([CH:32]=[CH:33][C:34]=2[CH3:37])[C:30]([NH:29][C:26]2[CH:27]=[CH:28][C:23]([CH2:22][N:19]3[CH2:20][CH2:21][N:16]([CH2:15][CH2:14][OH:13])[CH2:17][CH2:18]3)=[C:24]([C:40]([F:43])([F:42])[F:41])[CH:25]=2)=[O:39])=[CH:4][N:5]=1. Procedure: The title compound can be synthesized from 4-ethynylcinnoline and N-(4-((4-(2-hydroxyethyl)piperazin-1-yl)methyl)-3-(trifluoromethyl)phenyl)-3-iodo-4-methylbenzamide in a manner similar to that described for Example 1. Reactants: C(C1=CC=CC=C1)OC(=O)N1[C@@H](C[C@@](C1)(SC[Si](C)(C)C)C1=CC=C(C=C1)C1=CC=CC=C1)C(=O)O ((2S,4R)-1-(benzyloxycarbonyl)-4-(biphenyl-4-yl)-4-((trimethylsilyl)methylthio)pyrrolidine-2-carboxylic acid), [F-].C(CCC)[N+](CCCC)(CCCC)CCCC (Tetrabutylammonium fluoride). Solvent: CCOC(=O)C (EtOAc), C1CCOC1 (THF). Conditions: time 8 hour. Product: desired product, C(C1=CC=CC=C1)OC(=O)N1[C@@H](C[C@@](C1)(SC)C1=CC=C(C=C1)C1=CC=CC=C1)C(=O)O ((2S,4R)-1-(benzyloxycarbonyl)-4-(biphenyl-4-yl)-4-(methylthio)pyrrolidine-2-carboxylic acid). Yield: 89.9%. Reaction SMILES: [CH2:1]([O:8][C:9]([N:11]1[CH2:15][C@@:14]([C:22]2[CH:27]=[CH:26][C:25]([C:28]3[CH:33]=[CH:32][CH:31]=[CH:30][CH:29]=3)=[CH:24][CH:23]=2)([S:16][CH2:17][Si](C)(C)C)[CH2:13][C@H:12]1[C:34]([OH:36])=[O:35])=[O:10])[C:2]1[CH:7]=[CH:6][CH:5]=[CH:4][CH:3]=1.[F-].C([N+](CCCC)(CCCC)CCCC)CCC>C1COCC1.CCOC(C)=O>[CH2:1]([O:8][C:9]([N:11]1[CH2:15][C@@:14]([C:22]2[CH:23]=[CH:24][C:25]([C:28]3[CH:33]=[CH:32][CH:31]=[CH:30][CH:29]=3)=[CH:26][CH:27]=2)([S:16][CH3:17])[CH2:13][C@H:12]1[C:34]([OH:36])=[O:35])=[O:10])[C:2]1[CH:7]=[CH:6][CH:5]=[CH:4][CH:3]=1 |f:1.2|. Reported procedure: To a solution of (2S,4R)-1-(benzyloxycarbonyl)-4-(biphenyl-4-yl)-4-((trimethylsilyl)methylthio)pyrrolidine-2-carboxylic acid (453 mg, 0.872 mmol) in THF (10 mL) was added Tetrabutylammonium fluoride (2.61 mL, 2.61 mmol). The formed light yellow solution was stirred at room temperature overnight. Diluted with EtOAc, washed with 5% citric acid, and brine, dried over MgSO4, filtered, evaporated, to afford the desired product (2S,4R)-1-(benzyloxycarbonyl)-4-(biphenyl-4-yl)-4-(methylthio)pyrrolidine-... The product is C1C(=CC2=CC=CC=C12)C(=O)OCC (ethyl indene-2-carboxylate). Procedure: 2-Carbethoxy-1-indanone was dissolved in dry methanol at room temperature, to which sodium borohydride was added in three lots while the reaction mixture was kept stirring. The reaction mixture was further stirred for 30 minutes, after which the solid was filtered and the filtrate was evaporated to dryness. The residue was dissolved in dry benzene, to which catalytic amount of p-toluenesulfonic acid was added and the reaction mixture was stirred for one hour. The p-toluenesulfonic acid was filte... Reactants: C(=O)(OCC)C1C(C2=CC=CC=C2C1)=O (2-Carbethoxy-1-indanone). Reaction SMILES: [C:1]([CH:6]1[CH2:14][C:13]2[C:8](=[CH:9][CH:10]=[CH:11][CH:12]=2)[C:7]1=O)([O:3][CH2:4][CH3:5])=[O:2]>CO.[BH4-].[Na+]>[CH2:14]1[C:13]2[C:8](=[CH:9][CH:10]=[CH:11][CH:12]=2)[CH:7]=[C:6]1[C:1]([O:3][CH2:4][CH3:5])=[O:2] |f:2.3|. The solvent is CO (methanol), [BH4-].[Na+] (sodium borohydride).